From a dataset of the Open Reaction Database (ORD), a public repository of structured organic reaction records. describe an organic reaction: reactants, conditions, products, and yield Reactants: NC=1C=C2C(=C(C=NC2=C(C1)CN(C)C)C#N)NC1=CC(=CC=C1)Br (6-amino-4-[(3-bromophenyl)amino]-8-dimethylaminomethyl-3-quinolinecarbonitrile), C(C)(=O)OC(C)=O (acetic anhydride). Solvent: C(C)(=O)O (acetic acid). The product is BrC=1C=C(C=CC1)NC1=C(C=NC2=C(C=C(C=C12)NC(C)=O)CN(C)C)C#N (N-{4-[(3-Bromophenyl)amino]-3-cyano-8-dimethylaminomethyl-6-quinolinyl}acetamide). As a reaction SMILES: [NH2:1][C:2]1[CH:3]=[C:4]2[C:9](=[C:10]([CH2:12][N:13]([CH3:15])[CH3:14])[CH:11]=1)[N:8]=[CH:7][C:6]([C:16]#[N:17])=[C:5]2[NH:18][C:19]1[CH:24]=[CH:23][CH:22]=[C:21]([Br:25])[CH:20]=1.[C:26](OC(=O)C)(=[O:28])[CH3:27]>C(O)(=O)C>[Br:25][C:21]1[CH:20]=[C:19]([NH:18][C:5]2[C:4]3[C:9](=[C:10]([CH2:12][N:13]([CH3:14])[CH3:15])[CH:11]=[C:2]([NH:1][C:26](=[O:28])[CH3:27])[CH:3]=3)[N:8]=[CH:7][C:6]=2[C:16]#[N:17])[CH:24]=[CH:23][CH:22]=1. Procedure details: To a stirred mixture of 6-amino-4-[(3-bromophenyl)amino]-8-dimethylaminomethyl-3-quinolinecarbonitrile (0.20 g, 0.50 mmol) and 1.5 ml of acetic acid at 25° C. was added 0.14 ml (1.5 mmol) of acetic anhydride. After 60 m volatile matter was evaporated off under vacuum. The residue was stirred with sodium bicarbonate solution. The resulting solid was filtered off, washed with water, dried, and recrystallized from isopropanol-hexane to give a light yellow solid, mp 162-167° C. The reactants are N#Cc1cc(Br)ccc1F, Cc1c[nH]cn1. The product is Cc1cn(-c2ccc(Br)cc2C#N)cn1. As a reaction SMILES: [Br:1][c:2]1[cH:3][cH:4][c:5]([F:10])[c:6]([C:7]#[N:8])[cH:9]1.[CH3:11][c:12]1[n:13][cH:14][nH:15][cH:16]1>>[Br:1][c:2]1[cH:3][cH:4][c:5](-[n:15]2[cH:14][n:13][c:12]([CH3:11])[cH:16]2)[c:6]([C:7]#[N:8])[cH:9]1. The reactants are CN(C)C1(c2ccccc2Cl)C(=O)N(Cc2ccc(C(=O)OC(C)(C)C)cc2)c2ccc(Cl)cc21, ClCCl, O=C(O)C(F)(F)F. The product is CN(C)C1(c2ccccc2Cl)C(=O)N(Cc2ccc(C(=O)O)cc2)c2ccc(Cl)cc21. Reaction SMILES: [Cl:1][c:2]1[cH:3][c:4]2[c:8]([cH:9][cH:10]1)[N:7]([CH2:11][c:12]1[cH:13][cH:14][c:15]([C:16](=[O:17])[O:18][C:19]([CH3:20])([CH3:21])[CH3:22])[cH:23][cH:24]1)[C:6](=[O:25])[C:5]2([N:26]([CH3:27])[CH3:28])[c:29]1[c:30]([Cl:35])[cH:31][cH:32][cH:33][cH:34]1.[Cl:43][CH2:44][Cl:45].[F:36][C:37]([F:38])([F:39])[C:40]([OH:41])=[O:42]>>[Cl:1][c:2]1[cH:3][c:4]2[c:8]([cH:9][cH:10]1)[N:7]([CH2:11][c:12]1[cH:13][cH:14][c:15]([C:16](=[O:17])[OH:18])[cH:23][cH:24]1)[C:6](=[O:25])[C:5]2([N:26]([CH3:27])[CH3:28])[c:29]1[c:30]([Cl:35])[cH:31][cH:32][cH:33][cH:34]1. Reaction conditions: temperature 50 celsius. Reaction SMILES: F[C:2]1[CH:3]=[CH:4][C:5]([N+:11]([O-:13])=[O:12])=[C:6]([CH:10]=1)[C:7]([NH2:9])=[O:8].[C:14]1([S:20]([O:22][Na])=[O:21])[CH:19]=[CH:18][CH:17]=[CH:16][CH:15]=1.O>CS(C)=O>[C:14]1([S:20]([C:2]2[CH:3]=[CH:4][C:5]([N+:11]([O-:13])=[O:12])=[C:6]([CH:10]=2)[C:7]([NH2:9])=[O:8])(=[O:22])=[O:21])[CH:19]=[CH:18][CH:17]=[CH:16][CH:15]=1. The yield is 85.3%. The solvent is CS(=O)C (DMSO). Procedure details: 5-Fluoro-2-nitro-benzamide (2.5 g, 13.59 mmol) in DMSO (40 mL) was treated with solid 97% PhSO2Na (2.48 g, 14.95 mmol) and heated at 50° C. (oil bath temperature) for 60 hours. The reaction was added dropwise into 40 mL of iced water. Filtration of the solid afforded 3.55 g (85% yield) of title compound. Starting materials: FC=1C=CC(=C(C(=O)N)C1)[N+](=O)[O-] (5-Fluoro-2-nitro-benzamide), solid, C1(=CC=CC=C1)S(=O)O[Na] (PhSO2Na), O (water). Yields the product C1(=CC=CC=C1)S(=O)(=O)C=1C=CC(=C(C(=O)N)C1)[N+](=O)[O-] (5-benzenesulfonyl-2-nitro-benzamide). Starting materials: CC(C)(C)OC(=O)N1CCC(=Cc2ccc3ccccc3n2)CC1, ClCCl, O=C(O)C(F)(F)F. Yields the product C(=C1CCNCC1)c1ccc2ccccc2n1. As a reaction SMILES: [C:1]([O:2][C:3](=[O:4])[N:8]1[CH2:9][CH2:10][C:11](=[CH:14][c:15]2[n:16][c:17]3[cH:18][cH:19][cH:20][cH:21][c:22]3[cH:23][cH:24]2)[CH2:12][CH2:13]1)([CH3:5])([CH3:6])[CH3:7].[Cl:32][CH2:33][Cl:34].[F:25][C:26]([F:27])([F:28])[C:29]([OH:30])=[O:31]>>[NH:8]1[CH2:9][CH2:10][C:11](=[CH:14][c:15]2[n:16][c:17]3[cH:18][cH:19][cH:20][cH:21][c:22]3[cH:23][cH:24]2)[CH2:12][CH2:13]1. Procedure: A slurry containing 14.46 g (26.14 mmol) of methyl(E)-3-[2-n-butyl-1-{(4-carbomethoxynaphth-1-yl)methyl}-1H-imidazol-5-yl]-2-(2-thienyl)methyl-2-propenoate, 8.38 g (2.09 mmol) of potassium hydroxide in a mixture of 165 mL of ethanol and 85 mL of water was stirred at ambient temperature for 18 hours. Concentration under vacuum and dilution with water gave 400 mL of a clear solution. Adjustment of the pH to 4.03 with hydrochloric acid gave crystals which when recrystallized from methanol gave 9.89... Reaction SMILES: [CH2:1]([C:5]1[N:6]([CH2:22][C:23]2[C:32]3[C:27](=[CH:28][CH:29]=[CH:30][CH:31]=3)[C:26]([C:33]([O:35]C)=[O:34])=[CH:25][CH:24]=2)[C:7](/[CH:10]=[C:11](\[CH2:16][C:17]2[S:18][CH:19]=[CH:20][CH:21]=2)/[C:12]([O:14]C)=[O:13])=[CH:8][N:9]=1)[CH2:2][CH2:3][CH3:4].[OH-].[K+]>C(O)C.O>[CH2:1]([C:5]1[N:6]([CH2:22][C:23]2[C:32]3[C:27](=[CH:28][CH:29]=[CH:30][CH:31]=3)[C:26]([C:33]([OH:35])=[O:34])=[CH:25][CH:24]=2)[C:7]([CH:10]=[C:11]([CH2:16][C:17]2[S:18][CH:19]=[CH:20][CH:21]=2)[C:12]([OH:14])=[O:13])=[CH:8][N:9]=1)[CH2:2][CH2:3][CH3:4] |f:1.2|. Solvent: C(C)O (ethanol), O (water). Reactants: C(CCC)C=1N(C(=CN1)/C=C(/C(=O)OC)\CC=1SC=CC1)CC1=CC=C(C2=CC=CC=C12)C(=O)OC (methyl(E)-3-[2-n-butyl-1-{(4-carbomethoxynaphth-1-yl)methyl}-1H-imidazol-5-yl]-2-(2-thienyl)methyl-2-propenoate), [OH-].[K+] (potassium hydroxide). Product: C(CCC)C=1N(C(=CN1)C=C(C(=O)O)CC=1SC=CC1)CC1=CC=C(C2=CC=CC=C12)C(=O)O ([2-n-butyl-1-((4-carboxynaphth-1-yl)methyl}-1H-imidazol-5-yl]-2-(2-thienyl)methylpropenoic acid). Run at time 18 hour.